The task is: describe an organic reaction: reactants, conditions, products, and yield. This data is from the Open Reaction Database (ORD), a public repository of structured organic reaction records. Starting materials: C(#N)[BH3-].[Na+] (sodium cyanoborohydride), C(#N)[BH3-].[Na+] (sodium cyanoborohydride), C(C)(=O)[O-].[Na+] (sodium acetate), O=C(C(=O)OCC)CCC1=CC=CC=C1 (ethyl 2-oxo-4-phenylbutyrate), C(C(=O)O)(=O)O.C(C)(C)(C)OC(CN(C1CC2=CC=CC=C2C1)C([C@@H](N)CCCCNC(=O)OCC1=CC=CC=C1)=O)=O (Nε -Carbobenzoxy-L-lysyl-N-(indan-2-yl)glycine tert-butyl ester oxalate), P(O)(O)(O)=O (phosphoric acid). Solvent: CO (methanol), C(C)(=O)O (acetic acid), CO (methanol). Run at time 3 hour. Yields the product C(C)(C)(C)OC(CN(C1CC2=CC=CC=C2C1)C([C@@H](N[C@H](CCC1=CC=CC=C1)C(=O)OCC)CCCCNC(=O)OCC1=CC=CC=C1)=O)=O (Nα -[1-(R)-ethoxycarbonyl-3-phenylpropyl]-Nε -carbobenzoxy-L-lysyl-N-(indan-2-yl)glycine tert-butyl ester). Isolated yield 26.9%. Reaction SMILES: C(O)(=O)C(O)=O.[C:7]([O:11][C:12](=[O:43])[CH2:13][N:14]([C:24](=[O:42])[C@H:25]([CH2:27][CH2:28][CH2:29][CH2:30][NH:31][C:32]([O:34][CH2:35][C:36]1[CH:41]=[CH:40][CH:39]=[CH:38][CH:37]=1)=[O:33])[NH2:26])[CH:15]1[CH2:23][C:22]2[C:17](=[CH:18][CH:19]=[CH:20][CH:21]=2)[CH2:16]1)([CH3:10])([CH3:9])[CH3:8].C([O-])(=O)C.[Na+].O=[C:50]([CH2:56][CH2:57][C:58]1[CH:63]=[CH:62][CH:61]=[CH:60][CH:59]=1)[C:51]([O:53][CH2:54][CH3:55])=[O:52].C([BH3-])#N.[Na+].P(=O)(O)(O)O>CO.C(O)(=O)C>[C:7]([O:11][C:12](=[O:43])[CH2:13][N:14]([C:24](=[O:42])[C@H:25]([CH2:27][CH2:28][CH2:29][CH2:30][NH:31][C:32]([O:34][CH2:35][C:36]1[CH:41]=[CH:40][CH:39]=[CH:38][CH:37]=1)=[O:33])[NH:26][C@@H:50]([C:51]([O:53][CH2:54][CH3:55])=[O:52])[CH2:56][CH2:57][C:58]1[CH:59]=[CH:60][CH:61]=[CH:62][CH:63]=1)[CH:15]1[CH2:16][C:17]2[C:22](=[CH:21][CH:20]=[CH:19][CH:18]=2)[CH2:23]1)([CH3:10])([CH3:8])[CH3:9] |f:0.1,2.3,5.6|. Reported procedure: Nε -Carbobenzoxy-L-lysyl-N-(indan-2-yl)glycine tert-butyl ester oxalate (3.5 g) is dissolved in 20 ml of methanol, and 1 g of sodium acetate, 1.2 g of acetic acid, 8 g of molecular sieve and 15 g of ethyl 2-oxo-4-phenylbutyrate are added. To this mixture is added dropwise with stirring a solution of 3.3 g of sodium cyanoborohydride in 30 ml of methanol over 2 hours. 3 g of sodium cyanoborohydride is further added, and the mixture is stirred for 3 hours. After addition of 200 ml of 25% aqueous ph...